Dataset: the Open Reaction Database (ORD), a public repository of structured organic reaction records. Task: describe an organic reaction: reactants, conditions, products, and yield Starting materials: BrC(C(=O)O)CC(=O)O (bromosuccinic acid), C(CCCCCCCCCCCC)O (tridecanol), C1(=CC=C(C=C1)S(=O)(=O)O)C (p-toluenesulfonic acid). The solvent is C1(=CC=CC=C1)C (toluene). The product is BrC(C(=O)OCCCCCCCCCCCCC)CC(=O)OCCCCCCCCCCCCC (ditridecyl 2-bromosuccinate). RXN SMILES: [Br:1][CH:2]([CH2:6][C:7]([OH:9])=[O:8])[C:3]([OH:5])=[O:4].[CH2:10](O)[CH2:11][CH2:12][CH2:13][CH2:14][CH2:15][CH2:16][CH2:17][CH2:18][CH2:19][CH2:20][CH2:21][CH3:22].[C:24]1([CH3:34])[CH:29]=[CH:28][C:27](S(O)(=O)=O)=[CH:26][CH:25]=1>C1(C)C=CC=CC=1>[Br:1][CH:2]([CH2:6][C:7]([O:9][CH2:10][CH2:11][CH2:12][CH2:13][CH2:14][CH2:15][CH2:25][CH2:26][CH2:27][CH2:28][CH2:29][CH2:24][CH3:34])=[O:8])[C:3]([O:5][CH2:10][CH2:11][CH2:12][CH2:13][CH2:14][CH2:15][CH2:16][CH2:17][CH2:18][CH2:19][CH2:20][CH2:21][CH3:22])=[O:4]. Reported procedure: A mixture of 19.7 g. (0.1 mole) of bromosuccinic acid, 40.1 g. (0.2 mole) of tridecanol, 0.25 g. of p-toluenesulfonic acid and 200 ml. of toluene is refluxed for 7 hours, using a Dean-Stark trap. There is collected 3.6 ml. of H2O in the trap which is exactly the calculated amount for this reaction when completed. Solvent: Cl (hydrochloric acid), CCOCC (ether). Reported procedure: A suspension of 2.5 g of 6-chloro-1'-cyano-1-(2-nitrophenyl)spiro[indoline-3,4'-piperidine], Example 31, in 40 ml of 3N hydrochloric acid and 20 ml of glacial acetic acid is refluxed for 16 hours under nitrogen. Thereafter, the mixture is permitted to cool before sequentially being basified with dilute sodium hydroxide and extracted with ether. The combined ether extracts are successively washed with water, dried and concentrated under vacuum leaving an oil residue. The residue, in ether, is con... Yields the product C(\C=C/C(=O)O)(=O)O.ClC1=CC=C2C(=C1)N(CC21CCNCC1)C1=C(C=CC=C1)[N+](=O)[O-] (6-chloro-1-(2-nitrophenyl)spiro[indoline-3,4'-piperidine] maleate). RXN SMILES: [Cl:1][C:2]1[CH:7]=[C:6]2[N:8]([C:18]3[CH:23]=[CH:22][CH:21]=[CH:20][C:19]=3[N+:24]([O-:26])=[O:25])[CH2:9][C:10]3([CH2:15][CH2:14][N:13](C#N)[CH2:12][CH2:11]3)[C:5]2=[CH:4][CH:3]=1.C(O)(=O)C.[OH-].[Na+].[C:33]([OH:40])(=[O:39])/[CH:34]=[CH:35]\[C:36]([OH:38])=[O:37]>Cl.CCOCC>[C:33]([OH:40])(=[O:39])/[CH:34]=[CH:35]\[C:36]([OH:38])=[O:37].[Cl:1][C:2]1[CH:7]=[C:6]2[N:8]([C:18]3[CH:23]=[CH:22][CH:21]=[CH:20][C:19]=3[N+:24]([O-:26])=[O:25])[CH2:9][C:10]3([CH2:15][CH2:14][NH:13][CH2:12][CH2:11]3)[C:5]2=[CH:4][CH:3]=1 |f:2.3,7.8|. Starting materials: C(C)(=O)O (acetic acid), ClC1=CC=C2C(=C1)N(CC21CCN(CC1)C#N)C1=C(C=CC=C1)[N+](=O)[O-] (6-chloro-1'-cyano-1-(2-nitrophenyl)spiro[indoline-3,4'-piperidine]), C(\C=C/C(=O)O)(=O)O (maleic acid), [OH-].[Na+] (sodium hydroxide).